describe an organic reaction: reactants, conditions, products, and yield From a dataset of the Open Reaction Database (ORD), a public repository of structured organic reaction records. The reactants are S1CCNC(C2=C1C=CS2)=S (3,4-dihydro-thieno[2,3-f][1,4]thiazepine-5(2H)-thione), BrC(C(=O)OCC)C(=O)OCC (diethyl bromomalonate), C(O)([O-])=O.[K+] (potassium hydrogen carbonate). Run in C(Cl)Cl (methylene chloride), C(Cl)Cl (methylene chloride). Reaction conditions: time 2.5 hour. Yields the product S1CCNCC2=C1C(CS2)=C(C(=O)OCC)C(=O)OCC (diethyl [3,4-dihydrothieno[2,3-f][1,4]thiazepine-8-(5H)-ylidene]malonate). RXN SMILES: [S:1]1[C:7]2[CH:8]=[CH:9][S:10][C:6]=2[C:5](=S)[NH:4][CH2:3][CH2:2]1.Br[CH:13]([C:19]([O:21][CH2:22][CH3:23])=[O:20])[C:14]([O:16][CH2:17][CH3:18])=[O:15].C(=O)([O-])O.[K+]>C(Cl)Cl>[S:1]1[C:7]2[C:8](=[C:13]([C:14]([O:16][CH2:17][CH3:18])=[O:15])[C:19]([O:21][CH2:22][CH3:23])=[O:20])[CH2:9][S:10][C:6]=2[CH2:5][NH:4][CH2:3][CH2:2]1 |f:2.3|. Procedure: (ca) 8.05 g of 3,4-dihydro-thieno[2,3-f][1,4]thiazepine-5(2H)-thione were suspended in 40 ml of methylene chloride and treated under argon with a solution of 7.1 ml of diethyl bromomalonate in 40 ml of methylene chloride. After stirring for 2.5 hours, 50 ml of 10 percent potassium hydrogen carbonate solution were added thereto and the mixture was stirred for 30 minutes. The organic phase was separated and the aqueous phase was extracted twice with methylene chloride. After drying with sodium sul... Reactants: C(=O)(OC)CCC#CCCC(=O)OC (1,6-Dicarbomethoxy-3-hexyne), [OH-].[Ba+2].[OH-] (barium hydroxide). Solvent: CO (methanol). Reaction conditions: temperature 5 celsius. Yields the product COC(=O)CCC#CCCC(=O)O (6-methoxycarbonyl-1-carboxy-3-hexyne). The yield is 80.1%. RXN SMILES: [C:1]([CH2:5][CH2:6][C:7]#[C:8][CH2:9][CH2:10][C:11]([O:13]C)=[O:12])([O:3][CH3:4])=[O:2].[OH-].[Ba+2].[OH-]>CO>[CH3:4][O:3][C:1]([CH2:5][CH2:6][C:7]#[C:8][CH2:9][CH2:10][C:11]([OH:13])=[O:12])=[O:2] |f:1.2.3|. Procedure: 1,6-Dicarbomethoxy-3-hexyne (20.0 g, content; 83.9 0.0847 mole) is dissolved in methanol (40 g) and the mixture is cooled to 5° C. To the mixture is added 2 N anhydrous barium hydroxide (33.9 g) and the mixture is stirred. After stirring for 17 hours, the reaction mixture is filtered, and dried under reduced pressure. The resulting crystal is suspended in 1,2-dichloroethane (100 g) and thereto are added 10 % hydrochloric acid (16 g) and water (50 g). The reaction temperature is raised to 40°-45°... Starting materials: C(C)OC(=O)C1=NC(=CC=C1Br)OC1=CC(=C(C=C1)Br)C=O (3-Bromo-6-(4-bromo-3-formyl-phenoxy)-pyridine-2-carboxylic acid ethyl ester), C(#N)[Cu] (CuCN), C(C)(=O)OCC (ethyl acetate). Run in CN(C)C=O (DMF). Run at time 10 minute. The product is C(C)OC(=O)C1=NC(=CC=C1C#N)OC1=CC(=C(C=C1)Br)C=O (6-(4-Bromo-3-formyl-phenoxy)-3-cyano-pyridine-2-carboxylic acid ethyl ester). Yield: 19.1%. As a reaction SMILES: [CH2:1]([O:3][C:4]([C:6]1[C:11](Br)=[CH:10][CH:9]=[C:8]([O:13][C:14]2[CH:19]=[CH:18][C:17]([Br:20])=[C:16]([CH:21]=[O:22])[CH:15]=2)[N:7]=1)=[O:5])[CH3:2].[C:23]([Cu])#[N:24].C(OCC)(=O)C>CN(C=O)C>[CH2:1]([O:3][C:4]([C:6]1[C:11]([C:23]#[N:24])=[CH:10][CH:9]=[C:8]([O:13][C:14]2[CH:19]=[CH:18][C:17]([Br:20])=[C:16]([CH:21]=[O:22])[CH:15]=2)[N:7]=1)=[O:5])[CH3:2]. Reported procedure: To a solution of 3-bromo-6-(4-bromo-3-formyl-phenoxy)-pyridine-2-carboxylic acid ethyl ester (23, 1.8 g, 4.19 mmol) in DMF (6 mL) was added CuCN (0.75 g, 8.38 mmol) in portions at 130° C. and heated for 4 hour. The mixture was cooled to room temperature and ethyl acetate (100 mL) was added. The mixture was stirred for 10 minutes, filtered, and washed with ethyl acetate (2×50 mL). The filtrate was washed with water (2×50 mL) and brine (50 mL), dried over anhydrous sodium sulfate, filtered and eva... Starting materials: Cl.C(C)C=1SC=C(N1)C(=N)N (2-ethyl-thiazole-4-carboxamidine hydrochloride), C(C)OC=CC#N (3-ethoxyacrylonitrile), [O-]CC.[Na+] (sodium ethoxide), solution. The product is C(C)C=1SC=C(N1)C1=NC=CC(=N1)N (2-(2-ethyl-thiazol-4-yl)-pyrimidin-4-ylamine). RXN SMILES: Cl.[CH2:2]([C:4]1[S:5][CH:6]=[C:7]([C:9]([NH2:11])=[NH:10])[N:8]=1)[CH3:3].[O-]CC.[Na+].C(O[CH:19]=[CH:20][C:21]#[N:22])C>>[CH2:2]([C:4]1[S:5][CH:6]=[C:7]([C:9]2[N:11]=[C:21]([NH2:22])[CH:20]=[CH:19][N:10]=2)[N:8]=1)[CH3:3] |f:0.1,2.3|. Procedure: This material was obtained as described in example 2, step A] from 2-ethyl-thiazole-4-carboxamidine hydrochloride (3 g) by treatment with sodium ethoxide (3.13 mL of a 5.4 M solution) and 3-ethoxyacrylonitrile (1.73 mL) to give 2-(2-ethyl-thiazol-4-yl)-pyrimidin-4-ylamine (2.56 g) as a brown solid. MS (ESI): 193.3 (MH+). The reactants are C(C)OC(=O)C=1N=C(N(C1C(O)C1=CC=C(C=C1)Cl)C(C)C)Br (2-bromo-5-[(4-chlorophenyl)-hydroxy-methyl]-1-isopropyl-1H-imidazole-4-carboxylic acid ethyl ester), FC1=C(C=C(N)C=C1)C (4-fluoro-3-methylaniline). Yields the product C(C)OC(=O)C=1N=C(N(C1C(NC1=CC(=C(C=C1)F)C)C1=CC=C(C=C1)Cl)C(C)C)Br (2-Bromo-5-[(4-chloro-phenyl)-(4-fluoro-3-methyl-phenylamino)-methyl]-1-isopropyl-1H-imidazole-4-carboxylic acid ethyl ester). Reaction SMILES: [CH2:1]([O:3][C:4]([C:6]1[N:7]=[C:8]([Br:23])[N:9]([CH:20]([CH3:22])[CH3:21])[C:10]=1[CH:11]([C:13]1[CH:18]=[CH:17][C:16]([Cl:19])=[CH:15][CH:14]=1)O)=[O:5])[CH3:2].[F:24][C:25]1[CH:31]=[CH:30][C:28]([NH2:29])=[CH:27][C:26]=1[CH3:32]>>[CH2:1]([O:3][C:4]([C:6]1[N:7]=[C:8]([Br:23])[N:9]([CH:20]([CH3:22])[CH3:21])[C:10]=1[CH:11]([C:13]1[CH:18]=[CH:17][C:16]([Cl:19])=[CH:15][CH:14]=1)[NH:29][C:28]1[CH:30]=[CH:31][C:25]([F:24])=[C:26]([CH3:32])[CH:27]=1)=[O:5])[CH3:2]. Procedure: The title compound was prepared in analogy to the procedure described for step E2 but using intermediate B and 4-fluoro-3-methylaniline. After completion, the reaction mixture was extracted with HCl and washed with a saturated NaHCO3 solution. The organic was dried (Na2SO4), filtered and concentrated. The product was used without further purification. tR: 1.37 min (LC-MS 2); ESI-MS: 508.1/510.1 [M+H]+ (LC-MS 2). The reactants are CC(C)(C)[O-], O=C(CCC(O)c1cccc(F)c1)Nc1ccc(OC(F)(F)F)cc1, [K+], C1CCOC1, Cc1ccc(S(=O)(=O)Cl)cc1. Yields the product O=C1CCC(c2cccc(F)c2)N1c1ccc(OC(F)(F)F)cc1. Reaction SMILES: [CH3:37][C:38]([CH3:39])([O-:40])[CH3:41].[F:1][c:2]1[cH:3][c:4]([CH:8]([CH2:9][CH2:10][C:11](=[O:12])[NH:13][c:14]2[cH:15][cH:16][c:17]([O:20][C:21]([F:22])([F:23])[F:24])[cH:18][cH:19]2)[OH:25])[cH:5][cH:6][cH:7]1.[K+:42].[O:43]1[CH2:44][CH2:45][CH2:46][CH2:47]1.[c:26]1([CH3:27])[cH:28][cH:29][c:30]([S:31]([Cl:32])(=[O:33])=[O:34])[cH:35][cH:36]1>>[F:1][c:2]1[cH:3][c:4]([CH:8]2[CH2:9][CH2:10][C:11](=[O:12])[N:13]2[c:14]2[cH:15][cH:16][c:17]([O:20][C:21]([F:22])([F:23])[F:24])[cH:18][cH:19]2)[cH:5][cH:6][cH:7]1. The reactants are CC1(OB(OC1(C)C)C1=CC=C(C=C1)C1=NSC=N1)C (3-[4-(4,4,5,5,-tetramethyl-[1,3,2]dioxaborolan-2-yl)-phenyl]-[1,2,4]thiadiazole), C(C)OC(=O)C=1SC(=C(C1I)C#N)CC (4-Cyano-3-iodo-5-ethyl-thiophene-2-carboxylic acid ethyl ester), [F-].[Cs+] (cesium fluoride), COCCOC (DME), ice water. Reagents/catalysts: [Pd](Cl)Cl.C1(=CC=CC=C1)P([C-]1C=CC=C1)C1=CC=CC=C1.[C-]1(C=CC=C1)P(C1=CC=CC=C1)C1=CC=CC=C1.[Fe+2] (1,1′-bis(diphenylphosphino)ferrocene palladium(II) dichloride). The solvent is C(C)(=O)OCC (ethyl acetate). Reaction conditions: temperature 80 celsius, time 3 hour. Yields the product C(C)OC(=O)C=1SC(=C(C1C1=CC=C(C=C1)N1SC=NC1)C#N)CC (4-cyano-5-ethyl-3-(4-[1,2,4]-thiadiazol-2-yl-phenyl)-thiophene-2-carboxylic acid ethyl ester). Reaction SMILES: CO[CH2:3][CH2:4]OC.CC1(C)C(C)(C)OB(C2C=CC([C:21]3[N:25]=[CH:24][S:23][N:22]=3)=CC=2)O1.[CH2:27]([O:29][C:30]([C:32]1[S:33][C:34]([CH2:40][CH3:41])=[C:35]([C:38]#[N:39])[C:36]=1I)=[O:31])[CH3:28].[F-].[Cs+]>[Pd](Cl)Cl.C1(P(C2C=CC=CC=2)[C-]2C=CC=C2)C=CC=CC=1.[C-]1(P(C2C=CC=CC=2)C2C=CC=CC=2)C=CC=C1.[Fe+2].C(OCC)(=O)C>[CH2:27]([O:29][C:30]([C:32]1[S:33][C:34]([CH2:40][CH3:41])=[C:35]([C:38]#[N:39])[C:36]=1[C:4]1[CH:3]=[CH:35][C:36]([N:22]2[CH2:21][N:25]=[CH:24][S:23]2)=[CH:32][CH:30]=1)=[O:31])[CH3:28] |f:3.4,5.6.7.8|. Reported procedure: Add DME (3 mL) to a mixture of 3-[4-(4,4,5,5,-tetramethyl-[1,3,2]dioxaborolan-2-yl)-phenyl]-[1,2,4]thiadiazole (0.066 g, 0.23 mmol), 4-Cyano-3-iodo-5-ethyl-thiophene-2-carboxylic acid ethyl ester (0.071 g, 0.20 mmol), 1,1′-bis(diphenylphosphino)ferrocene palladium(II) dichloride (1:1) dichloromethane complex (0.009 g, 0.01 mmol) and cesium fluoride (0.103 g, 0.68 mmol) under nitrogen and stir at 80° C. for 3 h. Cool down and add ice-water and ethyl acetate. Separate layers and wash the organic l...